This data is from the Open Reaction Database (ORD), a public repository of structured organic reaction records. The task is: describe an organic reaction: reactants, conditions, products, and yield The reactants are ClC1=C(C(=O)Cl)C=CC=C1 (2-chlorobenzoyl chloride), COP1OC2=C(C3=C1C=CC=C3)C=CC=C2 (6-methoxy-(6H)-dibenz[c,e][1,2]oxaphosphorin). Solvent: C1(=CC=CC=C1)C (toluene). Reaction conditions: temperature 60 celsius. The product is ClC1=C(C(=O)P2(OC3=C(C4=C2C=CC=C4)C=CC=C3)=O)C=CC=C1 (6-(2-Chlorobenzoyl)-(6H)-dibenz[c,e][1,2]oxaphosphorin 6-oxide). Reaction SMILES: [Cl:1][C:2]1[CH:10]=[CH:9][CH:8]=[CH:7][C:3]=1[C:4](Cl)=[O:5].C[O:12][P:13]1[C:18]2[CH:19]=[CH:20][CH:21]=[CH:22][C:17]=2[C:16]2[CH:23]=[CH:24][CH:25]=[CH:26][C:15]=2[O:14]1>C1(C)C=CC=CC=1>[Cl:1][C:2]1[CH:10]=[CH:9][CH:8]=[CH:7][C:3]=1[C:4]([P:13]1(=[O:12])[C:18]2[CH:19]=[CH:20][CH:21]=[CH:22][C:17]=2[C:16]2[CH:23]=[CH:24][CH:25]=[CH:26][C:15]=2[O:14]1)=[O:5]. Procedure: 52.5 g (0.3 mol) of 2-chlorobenzoyl chloride were warmed to 80° C. under a nitrogen atmosphere. 69 g (0.3 mol) of 6-methoxy-(6H)-dibenz[c,e][1,2]oxaphosphorin were added dropwise while stirring. During the dropwise addition, the mixture was cooled to 60° C., and the temperature was then kept at 60°-70° C. When the reaction was complete, 40 ml of toluene were added at 45° C. 92 g (89% of theory) of the abovementioned compound of melting point 108° to 110° C. were obtained. The reactants are C(C)(C)(C)OC(=O)N(C1=CC=C(C(=O)O)C=C1)C (4-(tert-butoxycarbonyl-methyl-amino)-benzoic acid), O-benzotriazol-1-yl-N,N,N,N′N′-tetramethyluronium hexafluorophospate, N1=CC(=CC2=CC=CC=C12)N (Quinolin-3-ylamine). Run in C(C)#N (acetonitrile). The product is C(C)(C)(C)OC(N(C1=CC=C(C=C1)C(NC=1C=NC2=CC=CC=C2C1)=O)C)=O (Methyl-[4-(quinolin-3-ylcarbamoyl)-phenyl]-carbamic acid tert-butyl ester). Reaction SMILES: [C:1]([O:5][C:6]([N:8]([CH3:18])[C:9]1[CH:17]=[CH:16][C:12]([C:13]([OH:15])=O)=[CH:11][CH:10]=1)=[O:7])([CH3:4])([CH3:3])[CH3:2].[N:19]1[C:28]2[C:23](=[CH:24][CH:25]=[CH:26][CH:27]=2)[CH:22]=[C:21]([NH2:29])[CH:20]=1>C(#N)C>[C:1]([O:5][C:6](=[O:7])[N:8]([CH3:18])[C:9]1[CH:10]=[CH:11][C:12]([C:13](=[O:15])[NH:29][C:21]2[CH:20]=[N:19][C:28]3[C:23]([CH:22]=2)=[CH:24][CH:25]=[CH:26][CH:27]=3)=[CH:16][CH:17]=1)([CH3:2])([CH3:3])[CH3:4]. Procedure: A solution of 4-(tert-butoxycarbonyl-methyl-amino)-benzoic acid (3.36 g, 13.4 mmol), O-benzotriazol-1-yl-N,N,N,N′N′-tetramethyluronium hexafluorophospate (HBTU) (5.22 g, 13.8 mmol) and N,N-diisopropylethyl (4.8 mL, 27.5 mmol) in acetonitrile (200 mL) was stirred at ambient temperature for ten minutes. Quinolin-3-ylamine (1.93 g, 13.4 mmol) was added, and the solution was heated at reflux for 20 hours. The solvent was evaporated in vacuo, and the residue was partitioned between 1 N aqueous sodium... Reactants: FC1=C(C=CC=C1C(F)(F)F)C(C)(O)C=1N=CN(C1)C(C1=CC=CC=C1)(C1=CC=CC=C1)C1=CC=CC=C1 (1-(2-fluoro-3-trifluoromethyl-phenyl)-1-(1-trityl-1H-imidazol-4-yl)-ethanol), FC1=C(C=CC=C1C(F)(F)F)C(C)(O)C=1N=CN(C1)C(C1=CC=CC=C1)(C1=CC=CC=C1)C1=CC=CC=C1 (1-(2-fluoro-3-trifluoromethyl-phenyl)-1-(1-trityl-1H-imidazol-4-yl)-ethanol), [OH-].[Na+] (NaOH). The solvent is C(C)(=O)O (acetic acid), O (water). Yields the product FC1=C(C=CC=C1C(F)(F)F)C(C)(O)C=1N=CNC1 (1-(2-fluoro-3-trifluoromethyl-phenyl)-1-(1H-imidazol-4-yl)-ethanol). Yield: 85.4%. As a reaction SMILES: [F:1][C:2]1[C:7]([C:8]([F:11])([F:10])[F:9])=[CH:6][CH:5]=[CH:4][C:3]=1[C:12]([C:15]1[N:16]=[CH:17][N:18](C(C2C=CC=CC=2)(C2C=CC=CC=2)C2C=CC=CC=2)[CH:19]=1)([OH:14])[CH3:13].[OH-].[Na+]>C(O)(=O)C.O>[F:1][C:2]1[C:7]([C:8]([F:9])([F:10])[F:11])=[CH:6][CH:5]=[CH:4][C:3]=1[C:12]([C:15]1[N:16]=[CH:17][NH:18][CH:19]=1)([OH:14])[CH3:13] |f:1.2|. Procedure: 1-(2-fluoro-3-trifluoromethyl-phenyl)-1-(1-trityl-1H-imidazol-4-yl)-ethanol (Intermediate B2) (4.7 mmol) in acetic acid (13 mL) and water (3 mL) was heated to 100° C. for 1 h. The mixture was cooled to rt and basified with 2M NaOH. The compound was extracted with ethyl acetate and the solution was concentrated onto silica gel. The product was eluted with 3-5% NH3-MeOH: CH2Cl2 to give 1-(2-fluoro-3-trifluoromethyl-phenyl)-1-(1H-imidazol-4-yl)-ethanol (Intermediate B3) 1.1 g (85%). Reactants: ClCCCCCl (1,4-dichlorobutane), C(OC)(OC)=O (dimethyl carbonate). Reaction conditions: time 2 hour. The product is C(OCCCCCl)(OC)=O (4-chlorobutyl methyl carbonate). Isolated yield 13.8%. RXN SMILES: [Cl:1][CH2:2][CH2:3][CH2:4][CH2:5]Cl.[C:7](=[O:12])([O:10]C)[O:8][CH3:9]>>[C:7](=[O:10])([O:8][CH3:9])[O:12][CH2:5][CH2:4][CH2:3][CH2:2][Cl:1]. Reported procedure: The reaction conditions of Example 37 are substantially repeated employing 1,4-dichlorobutane (190.52 g, 1.5 moles), dimethyl carbonate (135.0 g, 1.5 moles) and 30.0 g of DOWEX® MWA-1 beads. After 2 hours at 150° C., distillation gives 34.5 g (13.8 percent yield based on 1,4-dichlorobutane) of 4-chlorobutyl methyl carbonate, b.p. 66° C.-67° C. (0.5 torr). Starting materials: C(C)(C)(C)C1COC2=C(N=C(N=C2N2CCOCC2)Cl)O1 (7-tert-butyl-2-chloro-4-morpholin-4-yl-6,7-dihydro-[1,4]dioxino[2,3-d]pyrimidine), CC1(OB(OC1(C)C)C=1C=NC(=NC1)N)C (5-(4,4,5,5-tetramethyl-[1,3,2]dioxaborolan-2-yl)-pyrimidin-2-ylamine), C([O-])([O-])=O.[Na+].[Na+] (sodium carbonate). The reagents and catalysts are CC(C)(C)P(C1=CC=C(C=C1)N(C)C)C(C)(C)C.CC(C)(C)P(C1=CC=C(C=C1)N(C)C)C(C)(C)C.Cl[Pd]Cl (bis(di-tert-butyl(4-dimethylaminophenyl)phosphine)dichloropalladium(II)). Run in C(C)#N (acetonitrile). Conditions: temperature 150 celsius. Product: C(C)(C)(C)C1COC2=C(N=C(N=C2N2CCOCC2)C=2C=NC(=NC2)N)O1 (5-(7-tert-butyl-4-morpholino-6,7-dihydro-[1,4]dioxino[2,3-d]pyrimidin-2-yl)pyrimidin-2-amine). Isolated yield 21.8%. Reaction SMILES: [C:1]([CH:5]1[O:21][C:9]2[N:10]=[C:11](Cl)[N:12]=[C:13]([N:14]3[CH2:19][CH2:18][O:17][CH2:16][CH2:15]3)[C:8]=2[O:7][CH2:6]1)([CH3:4])([CH3:3])[CH3:2].CC1(C)C(C)(C)OB([C:30]2[CH:31]=[N:32][C:33]([NH2:36])=[N:34][CH:35]=2)O1.C(=O)([O-])[O-].[Na+].[Na+]>CC(P(C(C)(C)C)C1C=CC(N(C)C)=CC=1)(C)C.CC(P(C(C)(C)C)C1C=CC(N(C)C)=CC=1)(C)C.Cl[Pd]Cl.C(#N)C>[C:1]([CH:5]1[O:21][C:9]2[N:10]=[C:11]([C:30]3[CH:31]=[N:32][C:33]([NH2:36])=[N:34][CH:35]=3)[N:12]=[C:13]([N:14]3[CH2:19][CH2:18][O:17][CH2:16][CH2:15]3)[C:8]=2[O:7][CH2:6]1)([CH3:4])([CH3:3])[CH3:2] |f:2.3.4,5.6.7|. Procedure: A microwave vial was charged with 7-tert-butyl-2-chloro-4-morpholin-4-yl-6,7-dihydro-[1,4]dioxino[2,3-d]pyrimidine (50 mg, 0.16 mmol), 5-(4,4,5,5-tetramethyl-[1,3,2]dioxaborolan-2-yl)-pyrimidin-2-ylamine (70 mg, 0.32 mmol) and bis(di-tert-butyl(4-dimethylaminophenyl)phosphine)dichloropalladium(II) (11 mg, 0.02 mmol, 10 mol %) then sealed. The vessel was evacuated and back filled with nitrogen before the addition of sodium carbonate (0.25 mL, 0.25 mmol, 1M aqueous solution) and acetonitrile (0.75... The reactants are CO, CCCc1cc(C(=O)OC)ccc1Oc1c(Cl)nc(-c2ncccn2)nc1NS(=O)(=O)C=Cc1ccccc1, Cl, [Na]. The product is CCCc1cc(C(=O)OC)ccc1Oc1c(NS(=O)(=O)C=Cc2ccccc2)nc(-c2ncccn2)nc1OC. As a reaction SMILES: [CH3:41][OH:42].[Cl:2][c:3]1[c:4]([O:27][c:28]2[c:29]([CH2:38][CH2:39][CH3:40])[cH:30][c:31]([C:34](=[O:35])[O:36][CH3:37])[cH:32][cH:33]2)[c:5]([NH:15][S:16](=[O:17])(=[O:18])[CH:19]=[CH:20][c:21]2[cH:22][cH:23][cH:24][cH:25][cH:26]2)[n:6][c:7](-[c:9]2[n:10][cH:11][cH:12][cH:13][n:14]2)[n:8]1.[ClH:43].[Na:1]>>[c:3]1([O:42][CH3:41])[c:4]([O:27][c:28]2[c:29]([CH2:38][CH2:39][CH3:40])[cH:30][c:31]([C:34](=[O:35])[O:36][CH3:37])[cH:32][cH:33]2)[c:5]([NH:15][S:16](=[O:17])(=[O:18])[CH:19]=[CH:20][c:21]2[cH:22][cH:23][cH:24][cH:25][cH:26]2)[n:6][c:7](-[c:9]2[n:10][cH:11][cH:12][cH:13][n:14]2)[n:8]1. Starting materials: C[O-].[Na+] (sodium methoxide), C(C)(=O)C1=CC2=CC=C(C(=C2C=C1)Br)OC (2-acetyl-5-bromo-6-methoxynaphthalene), C(C)(=O)OCC (ethyl acetate), C[O-].[Na+] (sodium methoxide), C[O-].[Na+] (sodium methoxide), Cl (hydrochloric acid). Conditions: time 1 hour. Product: BrC1=C2C=CC(=CC2=CC=C1OC)C(=CC(C)=O)O (4-(5-Bromo-6-methoxy-2-naphthyl)-4-hydroxybut-3-en-2-one). Reaction SMILES: [C:1]([C:4]1[CH:13]=[CH:12][C:11]2[C:6](=[CH:7][CH:8]=[C:9]([O:15][CH3:16])[C:10]=2[Br:14])[CH:5]=1)(=[O:3])[CH3:2].C[O-].[Na+].Cl.[C:21](OCC)(=[O:23])[CH3:22]>>[Br:14][C:10]1[C:9]([O:15][CH3:16])=[CH:8][CH:7]=[C:6]2[C:11]=1[CH:12]=[CH:13][C:4]([C:1]([OH:3])=[CH:2][C:21](=[O:23])[CH3:22])=[CH:5]2 |f:1.2|. Procedure: 139.4 Grams (0.499 moles) of 2-acetyl-5-bromo-6-methoxynaphthalene and 1450 ml of ethyl acetate are placed in a flask equipped with refrigerator and stirrer and, under stirring and at the temperature of 45° C., 30 g (0.556 moles) of sodium methoxide are added. The temperature of the reaction mixture goes up to 55° C. and is kept at 65° C. for one hour, then other 10 g (0.185 moles) of sodium methoxide are added and, after half an hour, still other 10 g (0.185 moles) of sodium methoxide, always u...